Dataset: the Open Reaction Database (ORD), a public repository of structured organic reaction records. Task: describe an organic reaction: reactants, conditions, products, and yield Reactants: FC1=C(C=CC(=C1)C(C#N)C)C1=CC=CC=C1 (2-(2-fluoro-4-biphenylyl)propionitrile), Cl (HCl), [OH-].[Na+] (NaOH), O (H2O). Run in CO (CH3OH). The product is FC1=C(C=CC(=C1)C(C(=O)O)C)C1=CC=CC=C1.CC(C=1C=CC(=C(C1)F)C=2C=CC=CC2)C(=O)O (2-(2-fluoro-4-biphenylyl)propionic acid Flurbiprofen). Isolated yield 98.0%. Reaction SMILES: [F:1][C:2]1[CH:7]=[C:6]([CH:8]([CH3:11])[C:9]#N)[CH:5]=[CH:4][C:3]=1[C:12]1[CH:17]=[CH:16][CH:15]=[CH:14][CH:13]=1.[OH-:18].[Na+].[OH2:20].Cl>CO>[F:1][C:2]1[CH:7]=[C:6]([CH:8]([CH3:11])[C:9]([OH:20])=[O:18])[CH:5]=[CH:4][C:3]=1[C:12]1[CH:17]=[CH:16][CH:15]=[CH:14][CH:13]=1.[CH3:11][CH:8]([C:9]([OH:20])=[O:18])[C:6]1[CH:5]=[CH:4][C:3]([C:12]2[CH:17]=[CH:16][CH:15]=[CH:14][CH:13]=2)=[C:2]([F:1])[CH:7]=1 |f:1.2,6.7|. Procedure details: A mixture of 3.8 g (16.9 mmol) of the propionitrile (5) prepared according to the procedure of Example 11 (melting point 69°-72° C.), 3.5 g (87 mmol) of NaOH, 25 ml of H2O and 25 ml of CH3OH was allowed to reflux for 16 hours. The resulting clear, colorless solution was acidified with HCl and extracted with Et2O. The resulting Et2O solution was dried and concentrated to yield 4.0 g (98%) of the propionic acid (6) as a colorless solid having a melting point of 109°-113° C. According to the Merck ... Starting materials: C(C)(C)(C)OC(NCCCCN1C(=NC=2C=NC=3C=CC=CC3C21)CC)=O ([4-(2-Ethyl-imidazo[4,5-c]quinolin-1-yl)-butyl]carbamic acid tert-butyl ester), formula 5. The solvent is FC(C(=O)O)(F)F (trifluroacetic acid). Yields the product C(C)C=1N(C2=C(C=NC=3C=CC=CC23)N1)CCCCN (4-(2-Ethyl-imidazo[4,5-c]quinolin-1-yl)-butylamine). As a reaction SMILES: C(OC(=O)[NH:7][CH2:8][CH2:9][CH2:10][CH2:11][N:12]1[C:24]2[C:23]3[CH:22]=[CH:21][CH:20]=[CH:19][C:18]=3[N:17]=[CH:16][C:15]=2[N:14]=[C:13]1[CH2:25][CH3:26])(C)(C)C>FC(F)(F)C(O)=O>[CH2:25]([C:13]1[N:12]([CH2:11][CH2:10][CH2:9][CH2:8][NH2:7])[C:24]2[C:23]3[CH:22]=[CH:21][CH:20]=[CH:19][C:18]=3[N:17]=[CH:16][C:15]=2[N:14]=1)[CH3:26]. Reported procedure: A solution of [4-(2-Ethyl-imidazo[4,5-c]quinolin-1-yl)-butyl]carbamic acid tert-butyl ester of formula 5 obtained in step V in trifluroacetic acid was stirred at 40° C. for 4 hrs. Reaction mixture was then poured on ice-water mixture and extracted with chloroform. Organic layer was dried over sodium sulphate and concentrated under deduced pressure to afford 4-(2-ethyl-1H-imidazo[4,5-c]quinolin-1-yl) butan-1-amine of formula 6. Starting materials: C1(=CC(=CC=C1)NC1=NC=CC=C1CN)C (2-(m-toluidino)-3-aminomethylpyridine), NC(=O)N (urea). Reaction conditions: temperature 180 celsius. Yields the product C1(=CC(=CC=C1)N1C(NCC2=C1N=CC=C2)=O)C (1-(m-tolyl)-2-oxo-1,2,3,4-tetrahydropyrido[2,3-d]pyrimidine). Yield: 53.9%. As a reaction SMILES: [C:1]1([CH3:16])[CH:6]=[CH:5][CH:4]=[C:3]([NH:7][C:8]2[C:13]([CH2:14][NH2:15])=[CH:12][CH:11]=[CH:10][N:9]=2)[CH:2]=1.N[C:18](N)=[O:19]>>[C:1]1([CH3:16])[CH:6]=[CH:5][CH:4]=[C:3]([N:7]2[C:8]3[N:9]=[CH:10][CH:11]=[CH:12][C:13]=3[CH2:14][NH:15][C:18]2=[O:19])[CH:2]=1. Reported procedure: To a mixture of 4.3 g 2-(m-toluidino)-3-aminomethylpyridine and 12 g of urea was heated at 180° C for 2 hours and further heated at 200° C for 30 minutes. After cooling, crude reaction product precipitated was collected by filtration and washed with sufficient amounts of warm water. This product was purified by recrystallization from methanol to give 2.6 g of 1-(m-tolyl)-2-oxo-1,2,3,4-tetrahydropyrido[2,3-d]pyrimidine as colorless prisms, melting at 212° - 214° C. Starting materials: BrC(CN(C(=O)[C@@H](CC=C)NC(OCC1=CC=CC=C1)=O)CC1=C(C=C(C=C1)OC)OC)=C (benzyl (1R)-1-{[(2-bromoprop-2-enyl)(2,4-dimethoxybenzyl)amino]carbonyl}but-3-enylcarbamate), C1(=CC=CC=C1)B(O)O (phenylboronic acid), C([O-])([O-])=O.[Na+].[Na+] (sodium carbonate). Reagents/catalysts: C=1C=CC(=CC1)[P](C=2C=CC=CC2)(C=3C=CC=CC3)[Pd]([P](C=4C=CC=CC4)(C=5C=CC=CC5)C=6C=CC=CC6)([P](C=7C=CC=CC7)(C=8C=CC=CC8)C=9C=CC=CC9)[P](C=1C=CC=CC1)(C=1C=CC=CC1)C=1C=CC=CC1 (Tetrakis(triphenylphosphine)palladium(0)). Solvent: O1CCCC1 (tetrahydrofuran), O (water). Reaction conditions: temperature 60 celsius, time 1 hour. Yields the product COC1=C(CN(C(=O)[C@@H](CC=C)NC(OCC2=CC=CC=C2)=O)CC(=C)C2=CC=CC=C2)C=CC(=C1)OC (Benzyl (1R)-1-{[(2,4-dimethoxybenzyl)(2-phenylprop-2-enyl)amino]carbonyl}but-3-enylcarbamate). Isolated yield 81.6%. Reaction SMILES: Br[C:2](=[CH2:33])[CH2:3][N:4]([CH2:22][C:23]1[CH:28]=[CH:27][C:26]([O:29][CH3:30])=[CH:25][C:24]=1[O:31][CH3:32])[C:5]([C@H:7]([NH:11][C:12](=[O:21])[O:13][CH2:14][C:15]1[CH:20]=[CH:19][CH:18]=[CH:17][CH:16]=1)[CH2:8][CH:9]=[CH2:10])=[O:6].[C:34]1(B(O)O)[CH:39]=[CH:38]C=[CH:36][CH:35]=1.[C:43](=O)([O-])[O-].[Na+].[Na+]>O1CCCC1.O.C1C=CC([P]([Pd]([P](C2C=CC=CC=2)(C2C=CC=CC=2)C2C=CC=CC=2)([P](C2C=CC=CC=2)(C2C=CC=CC=2)C2C=CC=CC=2)[P](C2C=CC=CC=2)(C2C=CC=CC=2)C2C=CC=CC=2)(C2C=CC=CC=2)C2C=CC=CC=2)=CC=1>[CH3:32][O:31][C:24]1[CH:25]=[C:26]([O:29][CH3:30])[CH:27]=[CH:28][C:23]=1[CH2:22][N:4]([CH2:3][C:2]([C:33]1[CH:38]=[CH:39][CH:34]=[CH:35][CH:36]=1)=[CH2:43])[C:5]([C@H:7]([NH:11][C:12](=[O:21])[O:13][CH2:14][C:15]1[CH:20]=[CH:19][CH:18]=[CH:17][CH:16]=1)[CH2:8][CH:9]=[CH2:10])=[O:6] |f:2.3.4,^1:58,60,79,98|. Procedure details: Tetrakis(triphenylphosphine)palladium(0) (1.11 g, 0.962 mmol) was added to a solution of benzyl (1R)-1-{[(2-bromoprop-2-enyl)(2,4-dimethoxybenzyl)amino]carbonyl}but-3-enylcarbamate (2.49 g, 4.81 mmol), phenylboronic acid (0.65 g, 5.29 mmol) and sodium carbonate (2M in water; 4.81 mL, 9.63 mmol) in tetrahydrofuran (54 mL) and water (20 mL), and the mixture heated to 60° C. After 1 h, the mixture was allowed to cool to ambient temperature and extracted with dichloromethane (3×). The combined organ...